This data is from the Open Reaction Database (ORD), a public repository of structured organic reaction records. The task is: describe an organic reaction: reactants, conditions, products, and yield Starting materials: COC(C1=C(C=CC(=C1)C)NC(CC)=O)=O (5-Methyl-2-propionylamino-benzoic acid methyl ester), BrN1C(=O)N(C(=O)C1(C)C)Br (1,3-dibromo-5,5-dimethyl hydantoin). Reagents/catalysts: C(C1=CC=CC=C1)(=O)OOC(C1=CC=CC=C1)=O (dibenzoyl peroxide). The solvent is C(Cl)(Cl)Cl (CHCl3), C(Cl)(Cl)(Cl)Cl (CCl4). Product: COC(C1=C(C=CC(=C1)CBr)NC(CC)=O)=O (5-Bromomethyl-2-propionylamino-benzoic Acid Methyl Ester). Isolated yield 106.6%. RXN SMILES: [CH3:1][O:2][C:3](=[O:16])[C:4]1[CH:9]=[C:8]([CH3:10])[CH:7]=[CH:6][C:5]=1[NH:11][C:12](=[O:15])[CH2:13][CH3:14].[Br:17]N1C(C)(C)C(=O)N(Br)C1=O>C(Cl)(Cl)Cl.C(Cl)(Cl)(Cl)Cl.C(OOC(=O)C1C=CC=CC=1)(=O)C1C=CC=CC=1>[CH3:1][O:2][C:3](=[O:16])[C:4]1[CH:9]=[C:8]([CH2:10][Br:17])[CH:7]=[CH:6][C:5]=1[NH:11][C:12](=[O:15])[CH2:13][CH3:14]. Reported procedure: The radical bromination was performed as described by Patil et al. 1989: 5-Methyl-2-propionylamino-benzoic acid methyl ester (8.85 g, 40 mmol) and 1,3-dibromo-5,5-dimethyl hydantoin (DDH) (5,72 g, 20 mmol) in a mixture of CHCl3 (500 mL) and CCl4 (500 mL) was heated to reflux. Every 60 minutes 50 mg of dibenzoyl peroxide was added for six hours and then the reaction mixture was left at reflux over night. It was then allowed to reach room temperature and the solvents were removed by evaporation. C... The reactants are CO, Cc1c(F)cc(C(=O)NC2CC2)cc1-c1ccc(C(=O)NC(C)(C)C)cn1, ClC(Cl)Cl, O=C(OO)c1cccc(Cl)c1. The product is Cc1c(F)cc(C(=O)NC2CC2)cc1-c1ccc(C(=O)NC(C)(C)C)c[n+]1[O-]. Reaction SMILES: [CH3:43][OH:44].[CH:12]1([NH:15][C:16](=[O:17])[c:18]2[cH:19][c:20]([F:38])[c:21]([CH3:37])[c:22](-[c:24]3[cH:25][cH:26][c:27]([C:30](=[O:31])[NH:32][C:33]([CH3:34])([CH3:35])[CH3:36])[cH:28][n:29]3)[cH:23]2)[CH2:13][CH2:14]1.[CH:39]([Cl:40])([Cl:41])[Cl:42].[OH:1][O:2][C:3]([c:4]1[cH:5][c:6]([Cl:7])[cH:8][cH:9][cH:10]1)=[O:11]>>[O-:1][n+:29]1[c:24](-[c:22]2[c:21]([CH3:37])[c:20]([F:38])[cH:19][c:18]([C:16]([NH:15][CH:12]3[CH2:13][CH2:14]3)=[O:17])[cH:23]2)[cH:25][cH:26][c:27]([C:30](=[O:31])[NH:32][C:33]([CH3:34])([CH3:35])[CH3:36])[cH:28]1. Starting materials: ClS(=O)(=O)O (Chlorosulphonic acid), N[C@@](CO)(CCCC)CC ((R)-2-Amino-2-ethylhexan-1-ol). The solvent is ClC(C)Cl (dichloroethane). Conditions: time 2 hour. Yields the product C(CCC)[C@]1(NC1)CC ((R)-2-Butyl-2-ethylaziridine). Yield: 77.0%. Reaction SMILES: ClS(O)(=O)=O.[NH2:6][C@:7]([CH2:14][CH3:15])([CH2:10][CH2:11][CH2:12][CH3:13])[CH2:8]O>ClC(Cl)C>[CH2:10]([C@:7]1([CH2:14][CH3:15])[CH2:8][NH:6]1)[CH2:11][CH2:12][CH3:13]. Procedure details: Chlorosulphonic acid (1 molar equivalent) was added to a solution of the product from step (f) (15 g) in dichloroethane (90 ml) at a temperature of <16° C. When addition was complete, the mixture was stirred for 2 hours at room temperature and then evaporated i vacuo. Water (60 ml) and 50% w/v aqu. NaOH (41 ml) were added and the mixture distilled at atmospheric pressure. The organic phase of the distillate was separated and dried over KOH to give a solution of the desired product (77% yield). Reactants: C(C)OC(=O)C1CCNCC1 (piperidine-4-carboxylic acid ethyl ester), Amine, C(C1=CC=CC=C1)Br (benzyl bromide), O (water), C([O-])([O-])=O.[K+].[K+] (potassium carbonate). Solvent: CC#N (MeCN). Run at temperature 78 celsius. The product is C(C)OC(=O)C1CCN(CC1)CC1=CC=CC=C1 (1-benzyl-piperidine-4-carboxylic acid ethyl ester). As a reaction SMILES: [CH2:1]([O:3][C:4]([CH:6]1[CH2:11][CH2:10][NH:9][CH2:8][CH2:7]1)=[O:5])[CH3:2].C(=O)([O-])[O-].[K+].[K+].[CH2:18](Br)[C:19]1[CH:24]=[CH:23][CH:22]=[CH:21][CH:20]=1.O>CC#N>[CH2:1]([O:3][C:4]([CH:6]1[CH2:11][CH2:10][N:9]([CH2:18][C:19]2[CH:24]=[CH:23][CH:22]=[CH:21][CH:20]=2)[CH2:8][CH2:7]1)=[O:5])[CH3:2] |f:1.2.3|. Procedure: Amine preparation: To a solution of piperidine-4-carboxylic acid ethyl ester (3.0 g) stirring in dry MeCN (30 mL) was added potassium carbonate (2.90 g) followed by benzyl bromide (2.5 mL). The mixture was warmed to 78° C. After 3 h the mixture was cooled, poured into water (100 mL) and extracted into ethyl acetate, dried (MgSO4) and the solvent removed in vacuo. The residue was purified using flash chromatography to give 1-benzyl-piperidine-4-carboxylic acid ethyl ester (2.17 g) as a pale yello...